Task: describe an organic reaction: reactants, conditions, products, and yield. Dataset: the Open Reaction Database (ORD), a public repository of structured organic reaction records Starting materials: Cl (hydrochloric acid), C(C)(C)(C)OC(=O)N1CCN(CC1)C1=NC(=C(C=C1)NC(=O)NC=1N(N=C(C1)C1(CC1)C)C1=CC=C(C=C1)C)C (4-(6-methyl-5-{3-[5-(1-methyl-cyclopropyl)-2-p-tolyl-2H-pyrazol-3-yl]-ureido}-pyridin-2-yl)-piperazine-1-carboxylic acid tert-butyl ester), C(C)(=O)OCC (ethyl acetate). Run in ClCCl (dichloromethane). Conditions: time 30 minute. Yields the product CC1(CC1)C=1C=C(N(N1)C1=CC=C(C=C1)C)NC(=O)NC=1C(=NC(=CC1)N1CCNCC1)C (1-[5-(1-Methyl-cyclopropyl)-2-p-tolyl-2H-pyrazol-3-yl]-3-(2-methyl-6-piperazin-1-yl-pyridin-3-yl)-urea). Reaction SMILES: Cl.C(OC([N:9]1[CH2:14][CH2:13][N:12]([C:15]2[CH:20]=[CH:19][C:18]([NH:21][C:22]([NH:24][C:25]3[N:26]([C:34]4[CH:39]=[CH:38][C:37]([CH3:40])=[CH:36][CH:35]=4)[N:27]=[C:28]([C:30]4([CH3:33])[CH2:32][CH2:31]4)[CH:29]=3)=[O:23])=[C:17]([CH3:41])[N:16]=2)[CH2:11][CH2:10]1)=O)(C)(C)C.C(OCC)(=O)C>ClCCl>[CH3:33][C:30]1([C:28]2[CH:29]=[C:25]([NH:24][C:22]([NH:21][C:18]3[C:17]([CH3:41])=[N:16][C:15]([N:12]4[CH2:11][CH2:10][NH:9][CH2:14][CH2:13]4)=[CH:20][CH:19]=3)=[O:23])[N:26]([C:34]3[CH:39]=[CH:38][C:37]([CH3:40])=[CH:36][CH:35]=3)[N:27]=2)[CH2:31][CH2:32]1. Procedure details: Bubble gaseous hydrochloric acid through a solution of 4-(6-methyl-5-{3-[5-(1-methyl-cyclopropyl)-2-p-tolyl-2H-pyrazol-3-yl]-ureido}-pyridin-2-yl)-piperazine-1-carboxylic acid tert-butyl ester (assume 2.74 mmol) in 1:1 ethyl acetate:dichloromethane (200 mL) for 3 min to ensure saturation. Allow the mixture to stand for 30 min then concentrate under reduced pressure to a white solid. Dissolve the solid in MeOH and load onto a 20 g Varian SCX column, rinsing with additional MeOH. Elute the free ba... The reactants are COC(=O)Cc1ccccc1OCc1ccc(OCc2nc(-c3ccccc3)oc2C)nc1, CO, Cl, [Na+], C1CCOC1, [OH-], O. The product is Cc1oc(-c2ccccc2)nc1COc1ccc(COc2ccccc2CC(=O)O)cn1. RXN SMILES: [CH3:1][c:2]1[c:3]([CH2:13][O:14][c:15]2[cH:16][cH:17][c:18]([CH2:21][O:22][c:23]3[c:24]([CH2:29][C:30](=[O:31])[O:32][CH3:33])[cH:25][cH:26][cH:27][cH:28]3)[cH:19][n:20]2)[n:4][c:5](-[c:7]2[cH:8][cH:9][cH:10][cH:11][cH:12]2)[o:6]1.[CH3:43][OH:44].[ClH:41].[Na+:40].[O:34]1[CH2:35][CH2:36][CH2:37][CH2:38]1.[OH-:39].[OH2:42]>>[CH3:1][c:2]1[c:3]([CH2:13][O:14][c:15]2[cH:16][cH:17][c:18]([CH2:21][O:22][c:23]3[c:24]([CH2:29][C:30](=[O:31])[OH:32])[cH:25][cH:26][cH:27][cH:28]3)[cH:19][n:20]2)[n:4][c:5](-[c:7]2[cH:8][cH:9][cH:10][cH:11][cH:12]2)[o:6]1. The reactants are OC1C2C[C@H](C(C1)N2C(=O)OCC2=CC=CC=C2)C(=O)OCC (O7-benzyl O5-ethyl (5R)-2-hydroxy-7-azabicyclo[2.2.1]heptane-5,7-dicarboxylate), CC(=O)OI1(C=2C=CC=CC2C(=O)O1)(OC(=O)C)OC(=O)C (Dess-martin reagent). The solvent is C(Cl)Cl (DCM). Conditions: time 12 hour. Product: O=C1C2C[C@H](C(C1)N2C(=O)OCC2=CC=CC=C2)C(=O)OCC (O7-benzyl O5-ethyl (5R)-2-oxo-7-azabicyclo[2.2.1]heptane-5,7-dicarboxylate). The yield is 90.0%. As a reaction SMILES: [OH:1][CH:2]1[CH2:7][CH:6]2[N:8]([C:9]([O:11][CH2:12][C:13]3[CH:18]=[CH:17][CH:16]=[CH:15][CH:14]=3)=[O:10])[CH:3]1[CH2:4][C@H:5]2[C:19]([O:21][CH2:22][CH3:23])=[O:20].CC(OI1(OC(C)=O)(OC(C)=O)OC(=O)C2C=CC=CC1=2)=O>C(Cl)Cl>[O:1]=[C:2]1[CH2:7][CH:6]2[N:8]([C:9]([O:11][CH2:12][C:13]3[CH:18]=[CH:17][CH:16]=[CH:15][CH:14]=3)=[O:10])[CH:3]1[CH2:4][C@H:5]2[C:19]([O:21][CH2:22][CH3:23])=[O:20]. Reported procedure: A mixture of O7-benzyl O5-ethyl (5R)-2-hydroxy-7-azabicyclo[2.2.1]heptane-5,7-dicarboxylate (0.37 g, 1.1 mmol), Dess-martin reagent (1.38 g, 3.3 mmol) in DCM (50 mL) was stirred for 12 hours. After removal of solvent, the residue was purified by silica gel chromatography to give O7-benzyl O5-ethyl (5R)-2-oxo-7-azabicyclo[2.2.1]heptane-5,7-dicarboxylate 151e. Yield: 90%. MS: calc'd (MH +) 304, measured (MH +) 304. Reactants: Cl (hydrochloric acid), BrC=1C(=CC(=C(C(=O)O)C1)F)F (5-bromo-2,4-difluorobenzoic acid), CO (methanol). Reaction conditions: temperature 95 celsius. Yields the product BrC=1C(=CC(=C(C(=O)OC)C1)F)F (Methyl 5-bromo-2,4-difluorobenzoate). As a reaction SMILES: Cl.[Br:2][C:3]1[C:4]([F:13])=[CH:5][C:6]([F:12])=[C:7]([CH:11]=1)[C:8]([OH:10])=[O:9].[CH3:14]O>>[Br:2][C:3]1[C:4]([F:13])=[CH:5][C:6]([F:12])=[C:7]([CH:11]=1)[C:8]([O:10][CH3:14])=[O:9]. Procedure details: Concentrated hydrochloric acid (10.4 mL, 127 mmol) was slowly added to a mixture of 5-bromo-2,4-difluorobenzoic acid (0.999 g, 4.21 mmol) in methanol (26 mL). The mixture was heated at 95° C. for 18 hours. The reaction was cooled and then concentrated in vacuo. The residue was diluted with water (50 mL) and extracted with EtOAc (3×50 mL). The combined organic extract was washed with brine (2×50 mL), dried over sodium sulfate, filtered and concentrated in vacuo to afford a brown oil (0.847 g). Th... Starting materials: C(C)(=O)O (acetic acid), P(=O)(OCC)(OCC)Cl (diethyl chlorophosphate), [H-].[Na+] (sodium hydride), oil, ClC=1C=CC2=C(C(=NCC(N2)=O)C2=CC=CC=C2)C1 (7-chloro-5-phenyl-1,3-dihydro-2H-1,4-benzodiazepin-2-one), C(C)C(C(=O)[O-])(C(=O)[O-])CC (Diethylmalonate). The solvent is C1CCOC1 (THF), O1CCCC1 (tetrahydrofuran). Run at time 30 minute. Product: C(C)OC(C(C(=O)OCC)=C1NC2=C(C(=NC1)C1=CC=CC=C1)C=C(C=C2)Cl)=O (7-Chloro-1,3-dihydro-5-phenyl-2H- 1,4-benzodiazepin-2-ylidenepropanedioic acid diethyl ester). RXN SMILES: C([C:3]([CH2:10][CH3:11])([C:7]([O-:9])=[O:8])[C:4]([O-:6])=[O:5])C.[H-].[Na+].P(Cl)(OCC)(O[CH2:17][CH3:18])=O.[Cl:23][C:24]1[CH:25]=[CH:26][C:27]2[NH:33]C(=O)C[N:30]=[C:29]([C:35]3[CH:40]=[CH:39][CH:38]=[CH:37][CH:36]=3)[C:28]=2[CH:41]=1.[C:42](O)(=O)[CH3:43]>C1COCC1>[CH2:17]([O:9][C:7](=[O:8])[C:3](=[C:10]1[CH2:11][N:30]=[C:29]([C:35]2[CH:36]=[CH:37][CH:38]=[CH:39][CH:40]=2)[C:28]2[CH:41]=[C:24]([Cl:23])[CH:25]=[CH:26][C:27]=2[NH:33]1)[C:4]([O:6][CH2:42][CH3:43])=[O:5])[CH3:18] |f:1.2|. Procedure details: Diethylmalonate (45.55 ml) was added to tetrahydrofuran (200 ml). The mixture was maintained at room temperature while sodium hydride (16 g of a 60% oil dispersion) was added over 1 hr. To the resulting suspension, diethyl chlorophosphate (14.45 ml) was added dropwise over 50 minutes. After a 30 minute agitation cycle, a THF solution of 7-chloro-5-phenyl-1,3-dihydro-2H-1,4-benzodiazepin-2-one (13.54 g) was added dropwise over 20 minutes. The resulting solution was allowed to agitate for 1 hr. Th... Starting materials: ClC=1C=C(CN2C(C3=CC(=CC=C3C(=N2)C(=O)O)OC)=O)C=CC1Cl (2-(3,4-dichlorobenzyl)-7-methoxy-1,2-dihydro-1-oxophthalazin-4-ylcarboxylic acid), S(=O)(Cl)Cl (thionyl chloride), CN(C=O)C (dimethylformamide). Yields the product ClC=1C=C(CN2C(C3=CC(=CC=C3C(=N2)C(=O)Cl)OC)=O)C=CC1Cl (2-(3,4-dichlorobenzyl)-7-methoxy-1,2-dihydro-1-oxophthalazin-4-ylcarboxylic acid chloride). Reaction SMILES: [Cl:1][C:2]1[CH:3]=[C:4]([CH:22]=[CH:23][C:24]=1[Cl:25])[CH2:5][N:6]1[N:15]=[C:14]([C:16](O)=[O:17])[C:13]2[C:8](=[CH:9][C:10]([O:19][CH3:20])=[CH:11][CH:12]=2)[C:7]1=[O:21].CN(C)C=O.S(Cl)([Cl:33])=O>>[Cl:1][C:2]1[CH:3]=[C:4]([CH:22]=[CH:23][C:24]=1[Cl:25])[CH2:5][N:6]1[N:15]=[C:14]([C:16]([Cl:33])=[O:17])[C:13]2[C:8](=[CH:9][C:10]([O:19][CH3:20])=[CH:11][CH:12]=2)[C:7]1=[O:21]. Procedure details: A stirred mixture of 2-(3,4-dichlorobenzyl)-7-methoxy-1,2-dihydro-1-oxophthalazin-4-ylcarboxylic acid (1.9 g.) in thionyl chloride (10 ml.) containing dimethylformamide (0.1 ml.) was heated under reflux for 3 hours. The solution obtained was then evaporated. The residue was dissolved in dry toluene and the solution evaporated. This procedure was carried out three times to give 2-(3,4-dichlorobenzyl)-7-methoxy-1,2-dihydro-1-oxophthalazin-4-ylcarboxylic acid chloride in essentially quantitative yi...